This data is from the Open Reaction Database (ORD), a public repository of structured organic reaction records. The task is: describe an organic reaction: reactants, conditions, products, and yield The reactants are FC1=C(C(=CC=C1S(=O)(=O)C)F)C(=O)N1CCN(CC1)C1=C(C=C(C=C1)S(=O)(=O)C)F ((2,6-Difluoro-3-methanesulfonyl-phenyl)-[4-(2-fluoro-4-methanesulfonyl-phenyl)-piperazin-1-yl]-methanone), C(C)(C)[O-].[Na+] (sodium isopropanolate). The solvent is O (water). The product is C(C)(C)OC1=C(C(=CC=C1S(=O)(=O)C)OC(C)C)C(=O)N1CCN(CC1)C1=C(C=C(C=C1)S(=O)(=O)C)F ((2,6-diisopropoxy-3-methanesulfonyl-phenyl)-[4-(2-fluoro-4-methanesulfonyl-phenyl)-piperazin-1-yl]-methanone). Reaction SMILES: F[C:2]1[C:7]([S:8]([CH3:11])(=[O:10])=[O:9])=[CH:6][CH:5]=[C:4](F)[C:3]=1[C:13]([N:15]1[CH2:20][CH2:19][N:18]([C:21]2[CH:26]=[CH:25][C:24]([S:27]([CH3:30])(=[O:29])=[O:28])=[CH:23][C:22]=2[F:31])[CH2:17][CH2:16]1)=[O:14].[CH:32]([O-:35])([CH3:34])[CH3:33].[Na+]>O>[CH:32]([O:35][C:2]1[C:7]([S:8]([CH3:11])(=[O:10])=[O:9])=[CH:6][CH:5]=[C:4]([O:35][CH:32]([CH3:34])[CH3:33])[C:3]=1[C:13]([N:15]1[CH2:20][CH2:19][N:18]([C:21]2[CH:26]=[CH:25][C:24]([S:27]([CH3:30])(=[O:29])=[O:28])=[CH:23][C:22]=2[F:31])[CH2:17][CH2:16]1)=[O:14])([CH3:34])[CH3:33] |f:1.2|. Procedure: 0.27 mmol of 2,6-difluoro-3-methanesulfonyl-phenyl)-[4-(2-fluoro-4-methanesulfonyl-phenyl)-piperazin-1-yl]-methanone (example 4.15) was added to a solution of sodium isopropanolate (prepared by dissolving 3 mmol of sodium in 2 ml of isopropanol). The reaction mixture was heated under reflux for 5 hours, cooled, diluted with water and extracted with ethyl acetate, yielding the title compound as a slightly yellow solid. MS (m/e): 557.3 (MH+, 66%)